From a dataset of the Open Reaction Database (ORD), a public repository of structured organic reaction records. describe an organic reaction: reactants, conditions, products, and yield The reactants are ClC=1C=CC=C2C(N(C3(CCN(CC3)C(=O)NC3C4CC5CC(CC3C5)C4)C12)CC1=CC=C(C=C1)OC)(C)C (7-chloro-N-(2-adamantyl)-2-(4-methoxybenzyl)-3,3-dimethylspiro[isoindoline-1,4′-piperidine]-1′-carboxamide), C(=O)(C(F)(F)F)O (TFA). Run at temperature 80 celsius. Yields the product ClC=1C=CC=C2C(NC3(CCN(CC3)C(=O)NC3C4CC5CC(CC3C5)C4)C12)(C)C (7-chloro-N-(2-adamantyl)-3,3-dimethylspiro[isoindoline-1,4′-piperidine]-1′-carboxamide), C(=O)(C(F)(F)F)O (TFA). RXN SMILES: [Cl:1][C:2]1[CH:3]=[CH:4][CH:5]=[C:6]2[C:28]=1[C:9]1([CH2:14][CH2:13][N:12]([C:15]([NH:17][CH:18]3[CH:25]4[CH2:26][CH:21]5[CH2:22][CH:23]([CH2:27][CH:19]3[CH2:20]5)[CH2:24]4)=[O:16])[CH2:11][CH2:10]1)[N:8](CC1C=CC(OC)=CC=1)[C:7]2([CH3:39])[CH3:38].[C:40]([OH:46])([C:42]([F:45])([F:44])[F:43])=[O:41]>>[Cl:1][C:2]1[CH:3]=[CH:4][CH:5]=[C:6]2[C:28]=1[C:9]1([CH2:14][CH2:13][N:12]([C:15]([NH:17][CH:18]3[CH:25]4[CH2:26][CH:21]5[CH2:22][CH:23]([CH2:27][CH:19]3[CH2:20]5)[CH2:24]4)=[O:16])[CH2:11][CH2:10]1)[NH:8][C:7]2([CH3:39])[CH3:38].[C:40]([OH:46])([C:42]([F:45])([F:44])[F:43])=[O:41]. Reported procedure: Crude 7-chloro-N-(2-adamantyl)-2-(4-methoxybenzyl)-3,3-dimethylspiro[isoindoline-1,4′-piperidine]-1′-carboxamide was dissolved in neat TFA (3 mL) and the mixture was heated to 80° C. for 17 h. After this time LC-MS analysis showed complete removal of the p-methoxybenzyl group. The solution was evaporated the amine purified by prep HPLC to afford 7-chloro-N-(2-adamantyl)-3,3-dimethylspiro[isoindoline-1,4′-piperidine]-1′-carboxamide as its TFA salt. LC-MS Method 1 tR=1.43 min, m/z=428; 1H NMR (CD3...